Dataset: the Open Reaction Database (ORD), a public repository of structured organic reaction records. Task: describe an organic reaction: reactants, conditions, products, and yield Reactants: COc1cc(Br)nc(Oc2cccc(C(F)(F)F)c2)c1, CCOC(C)=O, [Li]CCCC, CCOCC, Cl, O=C=O, O. The product is COc1cc(Oc2cccc(C(F)(F)F)c2)nc(C(=O)O)c1. RXN SMILES: [Br:1][c:2]1[n:3][c:4]([O:10][c:11]2[cH:12][c:13]([C:17]([F:18])([F:19])[F:20])[cH:14][cH:15][cH:16]2)[cH:5][c:6]([O:8][CH3:9])[cH:7]1.[C:31]([O:32][CH2:33][CH3:34])(=[O:35])[CH3:36].[CH2:21]([Li:22])[CH2:23][CH2:24][CH3:25].[CH3:37][CH2:38][O:39][CH2:40][CH3:41].[ClH:29].[O:26]=[C:27]=[O:28].[OH2:30]>>[c:2]1([C:27](=[O:26])[OH:28])[n:3][c:4]([O:10][c:11]2[cH:12][c:13]([C:17]([F:18])([F:19])[F:20])[cH:14][cH:15][cH:16]2)[cH:5][c:6]([O:8][CH3:9])[cH:7]1. The reactants are ClCCl, CCOCC, Cl, COc1ccc(F)cc1C(C)(C)CC1(C(F)(F)F)CO1, c1ccc2c(c1)NCCO2, C1COCCO1. The product is Cl, COc1ccc(F)cc1C(C)(C)CC(O)(CN1CCOc2ccccc21)C(F)(F)F. As a reaction SMILES: [CH2:32]([Cl:33])[Cl:34].[CH3:35][CH2:36][O:37][CH2:38][CH3:39].[ClH:31].[F:1][c:2]1[cH:3][cH:4][c:5]([O:19][CH3:20])[c:6]([C:8]([CH2:9][C:10]2([C:13]([F:14])([F:15])[F:16])[O:11][CH2:12]2)([CH3:17])[CH3:18])[cH:7]1.[O:21]1[CH2:22][CH2:23][NH:24][c:25]2[c:26]1[cH:27][cH:28][cH:29][cH:30]2.[O:40]1[CH2:41][CH2:42][O:43][CH2:44][CH2:45]1>>[ClH:31].[F:1][c:2]1[cH:3][cH:4][c:5]([O:19][CH3:20])[c:6]([C:8]([CH2:9][C:10]([OH:11])([CH2:12][N:24]2[CH2:23][CH2:22][O:21][c:26]3[c:25]2[cH:30][cH:29][cH:28][cH:27]3)[C:13]([F:14])([F:15])[F:16])([CH3:17])[CH3:18])[cH:7]1. Starting materials: CS(=O)(=O)Cl (methanesulphonyl chloride), Cl.NC(CNC(CN1N=C(N(C1=O)C[C@@H](C(F)(F)F)O)C1=CC=C(C=C1)Cl)=O)C1=C(C=CC=C1)C(F)(F)F (N-{2-Amino-2-[2-(trifluoromethyl)phenyl]ethyl}-2-{3-(4-chlorophenyl)-5-oxo-4-[(2S)-3,3,3-trifluoro-2-hydroxypropyl]-4,5-dihydro-1H-1,2,4-triazol-1-yl}acetamide hydrochloride), CS(=O)(=O)Cl (methanesulphonyl chloride). Solvent: N1=CC=CC=C1 (pyridine). Run at time 1 hour. Product: ClC1=CC=C(C=C1)C1=NN(C(N1C[C@@H](C(F)(F)F)O)=O)CC(=O)NCC(C1=C(C=CC=C1)C(F)(F)F)NS(=O)(=O)C (2-{3-(4-Chlorophenyl)-5-oxo-4-[(2S)-3,3,3-trifluoro-2-hydroxypropyl]-4,5-dihydro-1H-1,2,4-triazol-1-yl}-N-{2-[(methylsulphonyl)amino]-2-[2-(trifluoromethyl)phenyl]ethyl}acetamide). Reaction SMILES: [CH3:1][S:2](Cl)(=[O:4])=[O:3].Cl.[NH2:7][CH:8]([C:34]1[CH:39]=[CH:38][CH:37]=[CH:36][C:35]=1[C:40]([F:43])([F:42])[F:41])[CH2:9][NH:10][C:11](=[O:33])[CH2:12][N:13]1[C:17](=[O:18])[N:16]([CH2:19][C@H:20]([OH:25])[C:21]([F:24])([F:23])[F:22])[C:15]([C:26]2[CH:31]=[CH:30][C:29]([Cl:32])=[CH:28][CH:27]=2)=[N:14]1>N1C=CC=CC=1>[Cl:32][C:29]1[CH:30]=[CH:31][C:26]([C:15]2[N:16]([CH2:19][C@H:20]([OH:25])[C:21]([F:23])([F:24])[F:22])[C:17](=[O:18])[N:13]([CH2:12][C:11]([NH:10][CH2:9][CH:8]([NH:7][S:2]([CH3:1])(=[O:4])=[O:3])[C:34]3[CH:39]=[CH:38][CH:37]=[CH:36][C:35]=3[C:40]([F:41])([F:42])[F:43])=[O:33])[N:14]=2)=[CH:27][CH:28]=1 |f:1.2|. Procedure details: At RT, 13 μl of methanesulphonyl chloride were added to a solution of 90 mg (0.15 mmol) of the compound of Example 56A in 1.5 ml of pyridine. The mixture was stirred at RT for 1 h, and another 12 ml of methanesulphonyl chloride were added (0.32 mmol, 2.1 eq. in total). After 1 h, the volatile components were removed on a rotary evaporator. The residue was dissolved in a little DMSO and purified by preparative HPLC [Method 8]. This gave 59 mg (61% of theory) of the title compound.